The task is: describe an organic reaction: reactants, conditions, products, and yield. This data is from the Open Reaction Database (ORD), a public repository of structured organic reaction records. Starting materials: BrC=1C2=C(C=NC1)C(CC2)NC(CC)=O ((rac)-N-(4-bromo-6,7-dihydro-5H-cyclopenta[c]pyridin-7-yl)propionamide), FC1=C(C=CC(=C1)C(F)(F)F)B(O)O (2-fluoro-4-(trifluoromethyl)phenylboronic acid). Yields the product FC1=C(C=CC(=C1)C(F)(F)F)C=1C2=C(C=NC1)C(CC2)NC(CC)=O ((rac)-N-(4-(2-Fluoro-4-(trifluoromethyl)phenyl)-6,7-dihydro-5H-cyclopenta[c]pyridin-7-yl)propionamide). The yield is 76.0%. As a reaction SMILES: Br[C:2]1[C:3]2[CH2:10][CH2:9][CH:8]([NH:11][C:12](=[O:15])[CH2:13][CH3:14])[C:4]=2[CH:5]=[N:6][CH:7]=1.[F:16][C:17]1[CH:22]=[C:21]([C:23]([F:26])([F:25])[F:24])[CH:20]=[CH:19][C:18]=1B(O)O>>[F:16][C:17]1[CH:22]=[C:21]([C:23]([F:24])([F:25])[F:26])[CH:20]=[CH:19][C:18]=1[C:2]1[C:3]2[CH2:10][CH2:9][CH:8]([NH:11][C:12](=[O:15])[CH2:13][CH3:14])[C:4]=2[CH:5]=[N:6][CH:7]=1. Procedure details: In analogy to the procedure described for the preparation of example 1, (rac)-N-(4-bromo-6,7-dihydro-5H-cyclopenta[c]pyridin-7-yl)propionamide (intermediate A-4) was reacted with 2-fluoro-4-(trifluoromethyl)phenylboronic acid to give the title compound as grey solid in 76% yield. MS: 353.1 (M+H+). Starting materials: CC(C)(C)OC(=O)NCCCCN(CCCC#N)C(=O)OC(C)(C)C, CCO, [NH4+], [OH-]. The product is CC(C)(C)OC(=O)NCCCCN(CCCCN)C(=O)OC(C)(C)C. As a reaction SMILES: [C:1]([CH3:2])([CH3:3])([CH3:4])[O:5][C:6]([N:7]([CH2:8][CH2:9][CH2:10][C:11]#[N:12])[CH2:13][CH2:14][CH2:15][CH2:16][NH:17][C:18](=[O:19])[O:20][C:21]([CH3:22])([CH3:23])[CH3:24])=[O:25].[CH3:28][CH2:29][OH:30].[NH4+:27].[OH-:26]>>[C:1]([CH3:2])([CH3:3])([CH3:4])[O:5][C:6]([N:7]([CH2:8][CH2:9][CH2:10][CH2:11][NH2:12])[CH2:13][CH2:14][CH2:15][CH2:16][NH:17][C:18](=[O:19])[O:20][C:21]([CH3:22])([CH3:23])[CH3:24])=[O:25].